From a dataset of the Open Reaction Database (ORD), a public repository of structured organic reaction records. describe an organic reaction: reactants, conditions, products, and yield Reactants: CC1=C(C=CC(=C1)C)SC1=CC(=C(C=C1)C1=CC=C(C=C1)CCC1(COC(OC1)(C)C)NC(C)=O)F (N-(5-{2-[4′-(2,4-Dimethylphenylthio)-2′-fluorobiphenyl-4-yl]ethyl}-2,2-dimethyl-1,3-dioxan-5-yl)acetamide), Cl (hydrochloric acid). Run in C(C)O (ethanol). Reaction conditions: temperature 80 celsius, time 4 hour. The product is NC(CO)(CO)CCC1=CC=C(C=C1)C1=C(C=C(C=C1)SC1=C(C=C(C=C1)C)C)F (2-amino-2-{2-[4′-(2,4-dimethylphenylthio)-2′-fluorobiphenyl-4-yl]ethyl}propane-1,3-diol). Yield: 94.1%. As a reaction SMILES: [CH3:1][C:2]1[CH:7]=[C:6]([CH3:8])[CH:5]=[CH:4][C:3]=1[S:9][C:10]1[CH:15]=[CH:14][C:13]([C:16]2[CH:21]=[CH:20][C:19]([CH2:22][CH2:23][C:24]3([NH:32]C(=O)C)[CH2:29][O:28]C(C)(C)[O:26][CH2:25]3)=[CH:18][CH:17]=2)=[C:12]([F:36])[CH:11]=1.Cl>C(O)C>[NH2:32][C:24]([CH2:23][CH2:22][C:19]1[CH:18]=[CH:17][C:16]([C:13]2[CH:14]=[CH:15][C:10]([S:9][C:3]3[CH:4]=[CH:5][C:6]([CH3:8])=[CH:7][C:2]=3[CH3:1])=[CH:11][C:12]=2[F:36])=[CH:21][CH:20]=1)([CH2:29][OH:28])[CH2:25][OH:26]. Procedure: N-(5-{2-[4′-(2,4-Dimethylphenylthio)-2′-fluorobiphenyl-4-yl]ethyl}-2,2-dimethyl-1,3-dioxan-5-yl)acetamide (0.26 g) was dissolved in ethanol (4 mL), concentrated hydrochloric acid (2 mL) was added, and the mixture was stirred at 80° C. for 4 hr. The reaction mixture was concentrated, aqueous potassium carbonate solution was added to the residue, and the precipitated crystals were collected by filtration to give the title compound (205 mg) as white crystals. Starting materials: N1=CC(=CC=C1)CCC=C1C(N(C(S1)=O)CCCCOC=1C=2N(C=CC1)C=CN2)=O (5-[3-(3-pyridyl)propylidene]-3-[4-(imidazo[1,2-a]pyridin-8-yloxy)butyl]thiazolidine-2,4-dione), Cl.C(C)(=O)OCC (hydrochloric acid ethyl acetate). Run in CO (methanol). Yields the product Cl.Cl.N1=CC(=CC=C1)CCC=C1C(N(C(S1)=O)CCCCOC=1C=2N(C=CC1)C=CN2)=O (5-[3-(3-pyridyl)propylidene]-3-[4-(imidazo[1,2-a]pyridin-8-yloxy)butyl]thiazolidine-2,4-dione dihydrochloride). As a reaction SMILES: [N:1]1[CH:6]=[CH:5][CH:4]=[C:3]([CH2:7][CH2:8][CH:9]=[C:10]2[S:14][C:13](=[O:15])[N:12]([CH2:16][CH2:17][CH2:18][CH2:19][O:20][C:21]3[C:22]4[N:23]([CH:27]=[CH:28][N:29]=4)[CH:24]=[CH:25][CH:26]=3)[C:11]2=[O:30])[CH:2]=1.[ClH:31].C(OCC)(=O)C>CO>[ClH:31].[ClH:31].[N:1]1[CH:6]=[CH:5][CH:4]=[C:3]([CH2:7][CH2:8][CH:9]=[C:10]2[S:14][C:13](=[O:15])[N:12]([CH2:16][CH2:17][CH2:18][CH2:19][O:20][C:21]3[C:22]4[N:23]([CH:27]=[CH:28][N:29]=4)[CH:24]=[CH:25][CH:26]=3)[C:11]2=[O:30])[CH:2]=1 |f:1.2,4.5.6|. Procedure details: To a methanol solution of 0.49 g (1.2 mmol) of 5-[3-(3-pyridyl)propylidene]-3-[4-(imidazo[1,2-a]pyridin-8-yloxy)butyl]thiazolidine-2,4-dione, 0.5 ml of 4N hydrochloric acid-ethyl acetate was added, followed by stirring, after which the solvent was distilled off, to yield 0.44 g (74.2%, white oily substance) of the desired product. Starting materials: ClC1C(NC2=C(C(=N1)C1=C(C=CC=C1)F)C=CC=C2)=O (3-(RS)-Chloro-1,3-dihydro-5-(2-fluorophenyl)-2H-1,4-benzodiazepin-2-one), CCOCC (ether), NCC=1NC2=CC=CC=C2C1 (2-aminomethylindole). The solvent is COCCOC (1,2-dimethoxyethane). Reaction conditions: temperature 25 celsius, time 20 minute. The product is FC1=C(C=CC=C1)C1=NC(C(NC2=C1C=CC=C2)=O)NCC=2NC1=CC=CC=C1C2 (1,3-Dihydro-5-(2-fluorophenyl)-3-(RS)-(2-indolylmethyl-amino)-2H-1,4-benzodiazepin-2-one). RXN SMILES: Cl[CH:2]1[N:8]=[C:7]([C:9]2[CH:14]=[CH:13][CH:12]=[CH:11][C:10]=2[F:15])[C:6]2[CH:16]=[CH:17][CH:18]=[CH:19][C:5]=2[NH:4][C:3]1=[O:20].[NH2:21][CH2:22][C:23]1[NH:24][C:25]2[C:30]([CH:31]=1)=[CH:29][CH:28]=[CH:27][CH:26]=2.CCOCC>COCCOC>[F:15][C:10]1[CH:11]=[CH:12][CH:13]=[CH:14][C:9]=1[C:7]1[C:6]2[CH:16]=[CH:17][CH:18]=[CH:19][C:5]=2[NH:4][C:3](=[O:20])[CH:2]([NH:21][CH2:22][C:23]2[NH:24][C:25]3[C:30]([CH:31]=2)=[CH:29][CH:28]=[CH:27][CH:26]=3)[N:8]=1. Procedure details: 3-(RS)-Chloro-1,3-dihydro-5-(2-fluorophenyl)-2H-1,4-benzodiazepin-2-one (150 mg, 0.520 mmol) and 2-aminomethylindole (75.9 mg, 0.520 mmol) were combined in 1,2-dimethoxyethane (3 ml) and the mixture stirred 20 min. at 25° C. The mixture was evaporated to dryness in vacuo and the residue treated with H2O and extracted with EtOAc (3x). The combined extracts were washed with H2O (1X), dried over MgSO4, filtered and stripped to dryness in vacuo to give an orange oil which, after chromatography on si... Reactants: CCC(NS(=O)C(C)(C)C)c1ccc(S(C)(=O)=O)o1, CO, Cl, C1COCCO1. Yields the product CCC(N)c1ccc(S(C)(=O)=O)o1, Cl. RXN SMILES: [CH3:1][S:2](=[O:3])(=[O:4])[c:5]1[cH:6][cH:7][c:8]([CH:10]([CH2:11][CH3:12])[NH:13][S:14]([C:15]([CH3:16])([CH3:17])[CH3:18])=[O:19])[o:9]1.[CH3:27][OH:28].[ClH:20].[O:21]1[CH2:22][CH2:23][O:24][CH2:25][CH2:26]1>>[CH3:1][S:2](=[O:3])(=[O:4])[c:5]1[cH:6][cH:7][c:8]([CH:10]([CH2:11][CH3:12])[NH2:13])[o:9]1.[ClH:20]. Reactants: CS(=O)C (DMSO), C1(=CC=CC=C1)S(=O)(=O)CCCC1C(CCCCCCCCCC1)=O (2-(3-phenylsulfonyl-prop-1-yl)-cyclododecanone), [OH-].[K+] (KOH), ( b ). The solvent is C1(=CC=CC=C1)C (toluene). Product: C12=CCCCCCCCCCC2=CCC1 (Bicyclo[10.3.0]pentadeca-1,12-diene). Isolated yield 86.8%. RXN SMILES: C1(S([CH2:10][CH2:11][CH2:12][CH:13]2[CH2:24][CH2:23][CH2:22][CH2:21][CH2:20][CH2:19][CH2:18][CH2:17][CH2:16][CH2:15][C:14]2=O)(=O)=O)C=CC=CC=1.[OH-].[K+].CS(C)=O>C1(C)C=CC=CC=1>[C:13]12[CH2:12][CH2:11][CH:10]=[C:14]1[CH2:15][CH2:16][CH2:17][CH2:18][CH2:19][CH2:20][CH2:21][CH2:22][CH2:23][CH:24]=2 |f:1.2|. Procedure details: 10.92 g (0.03 mole) of 2-(3-phenylsulfonyl-prop-1-yl)-cyclododecanone and 11.0 g (0.197 mole) of freshly powdered KOH in 40 ml of toluene were heated to reflux for 30 min. as indicated sub letter (b). After addition of 6 ml (0.085 mole) of DMSO, the reaction mixture was heated to reflux for 12 further hours, then cooled, extracted and finally distilled as indicated hereinabove to afford 5.32 g (87% yield) of the desired compound. The reactants are [N+](=O)([O-])[O-].[Zn+2].[N+](=O)([O-])[O-] (zinc nitrate), P(=O)([O-])([O-])[O-].[Na+].[Na+].[Na+] (sodium phosphate). Reaction conditions: temperature 80 celsius. Product: P(=O)([O-])([O-])[O-].[Zn+2].P(=O)([O-])([O-])[O-].[Zn+2].[Zn+2] (zinc phosphate). Reaction SMILES: [N+]([O-])([O-])=O.[Zn+2:5].[N+]([O-])([O-])=O.[P:10]([O-:14])([O-:13])([O-:12])=[O:11].[Na+].[Na+].[Na+]>>[P:10]([O-:14])([O-:13])([O-:12])=[O:11].[Zn+2:5].[P:10]([O-:14])([O-:13])([O-:12])=[O:11].[Zn+2:5].[Zn+2:5] |f:0.1.2,3.4.5.6,7.8.9.10.11|. Procedure: 0.1 M zinc nitrate and 1 M monobasic sodium phosphate were mixed while stirring to allow precipitates to be produced by heating at 80° C. twice. Centrifugal separation (2000 ppm, for 5 min) and washing with water were repeated five times to produce a zinc phosphate paste. The zinc phosphate paste was adjusted to give a solid content concentration of 20 parts by weight and to include methyldiethanolamine at 1 part by weight, and dispersion was made similarly to Example 1. The treatment liquid for... Reactants: ClCl (Cl2), P(OC)(OC)O (dimethyl hydrogen phosphite), phosphorus oxytrihalide, Cl (HCl), C(C)O (ethyl alcohol), N1=C(N)N=C(N)N=C1N (melamine). Reaction conditions: time 30 minute. The product is N1=C(N)N=C(N)N=C1N (melamine), P(OC)(OC)[O-].P(=O)(OCC)(OCC)[O-] (dimethyl phosphite diethyl phosphate). As a reaction SMILES: [P:1]([OH:6])([O:4][CH3:5])[O:2][CH3:3].ClCl.Cl.[N:10]1[C:17]([NH2:18])=[N:16][C:14]([NH2:15])=[N:13][C:11]=1[NH2:12].[CH2:19]([OH:21])[CH3:20]>>[N:10]1[C:17]([NH2:18])=[N:16][C:14]([NH2:15])=[N:13][C:11]=1[NH2:12].[P:1]([O-:6])([O:4][CH3:5])[O:2][CH3:3].[P:1]([O-:6])([O:4][CH2:5][CH3:11])([O:21][CH2:19][CH3:20])=[O:2] |f:6.7|. Procedure: 100 gms of dimethyl hydrogen phosphite and 25 gms of phosphorus oxytrihalide are mixed and reacted then 15 gms of ethyl alcohol are added and reacted. Cl2 and HCl evolves from the mixture. 50 gms of melamine are added then heated to 150°-200° C. while agitating for about 30 minutes, thereby producing a melamine salt of dimethyl phosphite-diethyl phosphate. The mixture is then cooled and the solid is pulverized into a powder. Starting materials: N1(C=NC=C1)C1=C(C=CC=C1)CCC(=O)OCC (ethyl 3-(2-(1H-imidazol-1-yl)phenyl)propanoate), solution, N1(C=NC=C1)C1=C(C=CC=C1)CCC(=O)OCC (ethyl 3-(2-(1H-imidazol-1-yl)phenyl)propanoate), C(CCC)[Li] (n-butyl lithium), C(C)(C)NC(C)C (Diisopropylamine), C(CC(O)(C(=O)O)CC(=O)O)(=O)O (Citric acid). The solvent is C(C)O (ethanol), CC(C)(C)OC (MTBE), CC1CCCO1 (2-MeTHF), CCCCCC (n-hexane), CC1CCCO1 (2-MeTHF). Conditions: temperature -75 celsius, time 2 hour. The product is C1=CN=C2N1C1=C(CCC2=O)C=CC=C1 (5,6-dihydroimidazo[1,2-a][1]benzazepin-4-one). RXN SMILES: C(NC(C)C)(C)C.C([Li])CCC.[N:13]1([C:18]2[CH:23]=[CH:22][CH:21]=[CH:20][C:19]=2[CH2:24][CH2:25][C:26]([O:28]CC)=O)[CH:17]=[CH:16][N:15]=[CH:14]1.C(O)(=O)CC(CC(O)=O)(C(O)=O)O>CCCCCC.CC1OCCC1.CC(OC)(C)C.C(O)C>[CH:17]1[N:13]2[C:18]3[CH:23]=[CH:22][CH:21]=[CH:20][C:19]=3[CH2:24][CH2:25][C:26](=[O:28])[C:14]2=[N:15][CH:16]=1. Reported procedure: Charge a reactor with 281 kg of 2-MeTHF and 31 kg of Diisopropylamine Cool to −80 to −70° C., and charge 86 kg of n-butyl lithium in n-hexane slowly maintaining the temperature a at −80 to −70° C. and stir for 1 to 3 h. Charge 195.8 kg solution of ethyl 3-(2-(1H-imidazol-1-yl)phenyl)propanoate in 2-MeTHF into the reactor slowly at −80 to −70° C., and stir for 2 to 4 h at −80 to −70° C. (in process HPLC<3%, ethyl 3-(2-(1H-imidazol-1-yl)phenyl)propanoate). Charge 47.8 kg of ethanol into the reacto...